Dataset: the Open Reaction Database (ORD), a public repository of structured organic reaction records. Task: describe an organic reaction: reactants, conditions, products, and yield Starting materials: N (Ammonia), C1(=CC=CC2=CC=CC=C12)S(=O)(=O)Cl (1-naphthalenesulfonyl chloride). Solvent: CCOCC (Et2O). Reaction conditions: time 1 hour. Yields the product C1(=CC=CC2=CC=CC=C12)S(=O)(=O)N (1-Naphthalene sulfonamide). The yield is 70.0%. Reaction SMILES: [NH3:1].[C:2]1([S:12](Cl)(=[O:14])=[O:13])[C:11]2[C:6](=[CH:7][CH:8]=[CH:9][CH:10]=2)[CH:5]=[CH:4][CH:3]=1>CCOCC>[C:2]1([S:12]([NH2:1])(=[O:14])=[O:13])[C:11]2[C:6](=[CH:7][CH:8]=[CH:9][CH:10]=2)[CH:5]=[CH:4][CH:3]=1. Reported procedure: Ammonia was passed (for 5 min) into a stirred solution of 1-naphthalenesulfonyl chloride (5.0 g, 22 mmol) and anhydrous Et2O (400 ml) at -78°. The resulting mixture was stirred at -78° for 1 hr, allowed to warm to room temperature, and stirred overnight. The Et2O was removed under vacuum to leave a white powder which was washed with water and dried under vacuum to give 3.2 g (70%) of the title compound as a white powder, m.p. 152°-153° C. Reactants: Cl.ClC1=CC=C(C=C1)CCC(CN1C=NC=C1)OS(=O)(=O)C (1-[4-(4-chlorophenyl)-2-methanesulfonyloxy-n-butyl]imidazole hydrochloride), C(C)(=O)NC1=CC=C(C=C1)S (4-acetylaminothiophenol), C([O-])([O-])=O.[K+].[K+] (potassium carbonate). Run in CC(=O)C (acetone), CO (methanol). Yields the product ClC1=CC=C(C=C1)CCC(CN1C=NC=C1)SC1=CC=C(C=C1)NC(C)=O (1-[4-(4-chlorophenyl)-2-(4-acetylaminophenylthio)-n-butyl]imidazole). Isolated yield 84.0%. Reaction SMILES: Cl.[Cl:2][C:3]1[CH:8]=[CH:7][C:6]([CH2:9][CH2:10][CH:11](OS(C)(=O)=O)[CH2:12][N:13]2[CH:17]=[CH:16][N:15]=[CH:14]2)=[CH:5][CH:4]=1.[C:23]([NH:26][C:27]1[CH:32]=[CH:31][C:30]([SH:33])=[CH:29][CH:28]=1)(=[O:25])[CH3:24].C(=O)([O-])[O-].[K+].[K+]>CC(C)=O.CO>[Cl:2][C:3]1[CH:4]=[CH:5][C:6]([CH2:9][CH2:10][CH:11]([S:33][C:30]2[CH:29]=[CH:28][C:27]([NH:26][C:23](=[O:25])[CH3:24])=[CH:32][CH:31]=2)[CH2:12][N:13]2[CH:17]=[CH:16][N:15]=[CH:14]2)=[CH:7][CH:8]=1 |f:0.1,3.4.5|. Reported procedure: A mixture of 1-[4-(4-chlorophenyl)-2-methanesulfonyloxy-n-butyl]imidazole hydrochloride (2.0 g), 4-acetylaminothiophenol (1.2 g) and anhydrous potassium carbonate (2.0 g) in 30 ml of acetone and 10 ml of methanol was stirred and refluxed overnight under nitrogen. The solvent was evaporated and the residue treated with water (50 ml) and ether (20 ml) and the mixture stirred until crystallization was complete. Filtration of the product and recrystallization from ethyl acetate gave 1.84 g of 1-[4-(... The reactants are C1CCCCC1, CCOCC, O=C(OCc1ccc([N+](=O)[O-])cc1)C(N=Cc1ccccc1)P(=O)(Oc1ccccc1)Oc1ccccc1, O, Cc1ccc(S(=O)(=O)O)cc1. Yields the product NC(C(=O)OCc1ccc([N+](=O)[O-])cc1)P(=O)(Oc1ccccc1)Oc1ccccc1. RXN SMILES: [CH2:51]1[CH2:52][CH2:53][CH2:54][CH2:55][CH2:56]1.[CH2:57]([O:58][CH2:59][CH3:60])[CH3:61].[CH:1]([c:2]1[cH:3][cH:4][cH:5][cH:6][cH:7]1)=[N:8][CH:9]([C:10](=[O:11])[O:12][CH2:13][c:14]1[cH:15][cH:16][c:17]([N+:20](=[O:21])[O-:22])[cH:18][cH:19]1)[P:23](=[O:24])([O:25][c:26]1[cH:27][cH:28][cH:29][cH:30][cH:31]1)[O:32][c:33]1[cH:34][cH:35][cH:36][cH:37][cH:38]1.[OH2:39].[c:40]1([CH3:41])[cH:42][cH:43][c:44]([S:45]([OH:46])(=[O:47])=[O:48])[cH:49][cH:50]1>>[NH2:8][CH:9]([C:10](=[O:11])[O:12][CH2:13][c:14]1[cH:15][cH:16][c:17]([N+:20](=[O:21])[O-:22])[cH:18][cH:19]1)[P:23](=[O:24])([O:25][c:26]1[cH:27][cH:28][cH:29][cH:30][cH:31]1)[O:32][c:33]1[cH:34][cH:35][cH:36][cH:37][cH:38]1. The reactants are C(=O)=O (carbon dioxide), [Li][Li] (dilithium), C(C)(C)(C)C1=CC=C(C=C1)SC(C(=O)O)[N+](=O)[O-] (2-(4-t-butylphenylthio) 2-nitroacetic acid), Cl (hydrochloric acid), solution, C(CCC)[Li] (butyllithium), CCCCCC (hexane), [N+](=O)(OCCC)[O-] (Propyl nitrate). Solvent: O (Water), O1CCCC1 (tetrahydrofuran). Reaction conditions: temperature -40 celsius, time 1 hour. Yields the product C(C)(C)(C)C1=CC=C(C=C1)SC[N+](=O)[O-] ((4-t-butylphenylthio)nitromethane). RXN SMILES: C([Li])CCC.CCCCCC.[N+]([O-])(OCCC)=O.[Li][Li].[C:21]([C:25]1[CH:30]=[CH:29][C:28]([S:31][CH:32]([N+:36]([O-:38])=[O:37])C(O)=O)=[CH:27][CH:26]=1)([CH3:24])([CH3:23])[CH3:22].Cl.C(=O)=O>O1CCCC1.O>[C:21]([C:25]1[CH:30]=[CH:29][C:28]([S:31][CH2:32][N+:36]([O-:38])=[O:37])=[CH:27][CH:26]=1)([CH3:24])([CH3:22])[CH3:23]. Procedure: A 1.6 M solution of butyllithium in hexane (51.25 ml, 82 mmol) was added dropwise to a stirred solution of B (9.07 g, 40.5 mmol) in anhydrous tetrahydrofuran (150 ml) maintained a -40° C. under an atmosphere of argon. When the addition was complete, the mixture was stirred for 1 hour at -5° C. Propyl nitrate (12.92 g, 123 mmol) was added dropwise to the stirred mixture at -5° C., which was then stirred for a further 2 hours, maintaining the temperature below 0° C. throughout. The mixture [contai... The reactants are CNC(=O)C=1N(N=CN1)CC1=C(N=C2N1C=C(C=C2)C)C2=CC=C(C=C2)C (2-(6-Methyl-2-p-tolyl-imidazo[1,2-a]pyridin-3-ylmethyl)-2H-[1,2,4]triazole-3-carboxylic acid methylamide), ClC1=CC=C(C=C1)C=1N=C2N(C=CC=C2)C1CN1N=C(N=C1)C(=O)OC (methyl 1-((2-(4-chlorophenyl)imidazo[1,2-a]pyridin-3-yl)methyl)-1H-1,2,4-triazole-3-carboxylate), CNC (dimethylamine). Yields the product ClC1=CC=C(C=C1)C=1N=C2N(C=CC=C2)C1CN1N=C(N=C1)C(=O)N(C)C (1-((2-(4-chlorophenyl)imidazo[1,2-a]pyridin-3-yl)methyl)-N,N-dimethyl-1H-1,2,4-triazole-3-carboxamide). Reaction SMILES: [CH3:1][NH:2][C:3](C1N(CC2N3C=C(C)C=CC3=NC=2C2C=CC(C)=CC=2)N=CN=1)=O.[Cl:28][C:29]1[CH:34]=[CH:33][C:32]([C:35]2[N:36]=[C:37]3[CH:42]=[CH:41][CH:40]=[CH:39][N:38]3[C:43]=2[CH2:44][N:45]2[CH:49]=[N:48][C:47]([C:50](OC)=[O:51])=[N:46]2)=[CH:31][CH:30]=1.CNC>>[Cl:28][C:29]1[CH:34]=[CH:33][C:32]([C:35]2[N:36]=[C:37]3[CH:42]=[CH:41][CH:40]=[CH:39][N:38]3[C:43]=2[CH2:44][N:45]2[CH:49]=[N:48][C:47]([C:50]([N:2]([CH3:3])[CH3:1])=[O:51])=[N:46]2)=[CH:31][CH:30]=1. Procedure details: The title compound was prepared according to the procedure described for compound 68 from methyl 1-((2-(4-chlorophenyl)imidazo[1,2-a]pyridin-3-yl)methyl)-1H-1,2,4-triazole-3-carboxylate and dimethylamine. 1H-NMR (400 MHz, CDCl3, δ) 8.65 (d, J=6.9 Hz, 1H), 7.88 (s, 1H), 7.85 (d, J=8.5 Hz, 2H), 7.66 (d, J=9.1 Hz, 1H), 7.45 (d, J=8.5 Hz, 2H), 7.28 (m, 1H), 6.89 (m, 1H), 6.04 (s, 2H), 3.15 (s, 3H), 3.06 (s, 3H) ppm; m/e 381, 383. Starting materials: [Al+3], ClCCl, COC(=O)CCCCCCCn1cnc(-c2ccccc2OC(C)C)c1, [Cl-], [Cl-], [Cl-], [Na+], [Na+], O=S(=O)([O-])[O-]. The product is COC(=O)CCCCCCCn1cnc(-c2ccccc2O)c1. RXN SMILES: [Al+3:2].[CH2:31]([Cl:32])[Cl:33].[CH3:5][O:6][C:7]([CH2:8][CH2:9][CH2:10][CH2:11][CH2:12][CH2:13][CH2:14][n:15]1[cH:16][n:17][c:18](-[c:20]2[c:21]([O:26][CH:27]([CH3:28])[CH3:29])[cH:22][cH:23][cH:24][cH:25]2)[cH:19]1)=[O:30].[Cl-:1].[Cl-:3].[Cl-:4].[Na+:34].[Na+:35].[O-:36][S:37](=[O:38])(=[O:39])[O-:40]>>[CH3:5][O:6][C:7]([CH2:8][CH2:9][CH2:10][CH2:11][CH2:12][CH2:13][CH2:14][n:15]1[cH:16][n:17][c:18](-[c:20]2[c:21]([OH:26])[cH:22][cH:23][cH:24][cH:25]2)[cH:19]1)=[O:30]. Reactants: O=C1NC(=NN=C1C(C)NC(C)=O)C1=CC=CC=C1 (N-[1-(5-oxo-3-phenyl-4,5-dihydro-1,2,4-triazin-6-yl)ethyl]acetamide), P(=O)(Cl)(Cl)Cl (phosphoryl chloride). Solvent: ClCCCl (1,2-dichloroethane). Product: CC=1N=C(N2N=C(NC(C21)=O)C2=CC=CC=C2)C (5,7-Dimethyl-2-phenylimidazo[5,1-f][1,2,4]triazin-4(3H)-one). RXN SMILES: [O:1]=[C:2]1[C:7]([CH:8]([NH:10][C:11](=O)[CH3:12])[CH3:9])=[N:6][N:5]=[C:4]([C:14]2[CH:19]=[CH:18][CH:17]=[CH:16][CH:15]=2)[NH:3]1.P(Cl)(Cl)(Cl)=O>ClCCCl>[CH3:9][C:8]1[N:10]=[C:11]([CH3:12])[N:6]2[C:7]=1[C:2](=[O:1])[NH:3][C:4]([C:14]1[CH:19]=[CH:18][CH:17]=[CH:16][CH:15]=1)=[N:5]2. Procedure details: 8.34 g (32.3 mmol) of N-[1-(5-oxo-3-phenyl-4,5-dihydro-1,2,4-triazin-6-yl)ethyl]acetamide] (Example 14A) were dissolved in 330 ml of 1,2-dichloroethane and 4.5 ml (48.5 mmol) of phosphoryl chloride were added. The mixture was stirred under reflux for 24 h. After cooling, the precipitate was filtered off and washed with water and diethyl ether. The product was subsequently dried under high vacuum. This gave 4.6 g (59% of theory) of the product as a solid.